Dataset: the Open Reaction Database (ORD), a public repository of structured organic reaction records. Task: describe an organic reaction: reactants, conditions, products, and yield The reactants are ice water, [F-].C(CCC)[N+](CCCC)(CCCC)CCCC (tetrabutylammonium fluoride), C(C1=CC=CC=C1)OC1=C(C=C(C=C1)C1=CC(=C(C=C1)F)C[C@@H](C(=O)OC)N(C)C([C@@H](CCCNC(=O)OCC1=CC=CC=C1)NC(=O)OC(C)(C)C)=O)C[C@@H](C(=O)OCC[Si](C)(C)C)NC(=O)OCC1=CC=CC=C1 (2-(Trimethylsilyl)ethyl (2S)-3-(4-(benzyloxy)-3′-{(2S)-2-[{(2R)-5-{[(benzyloxy)carbonyl]amino}-2-[(tert-butoxycarbonyl)amino]pentanoyl}(methyl)amino]-3-methoxy-3-oxopropyl}-4′-fluorobiphenyl-3-yl)-2-{[(benzyloxy)carbonyl]amino}propanoate). Run in C1CCOC1 (THF), CN(C)C=O (DMF). Run at temperature 0 celsius, time 60 minute. Product: C(C1=CC=CC=C1)OC1=C(C=C(C=C1)C1=CC(=C(C=C1)F)C[C@@H](C(=O)OC)N(C)C([C@@H](CCCNC(=O)OCC1=CC=CC=C1)NC(=O)OC(C)(C)C)=O)C[C@@H](C(=O)O)NC(=O)OCC1=CC=CC=C1 ((2S)-3-(4-(Benzyloxy)-3′-{(2S)-2-[{(2R)-5-{[(benzyloxy)carbonyl]amino}-2-[(tert-butoxycarbonyl)amino]pentanoyl}(methyl)-amino]-3-methoxy-3-oxopropyl}-4′-fluorobiphenyl-3-yl)-2-{[(benzyloxy)carbonyl]amino}propionic acid). Reaction SMILES: [F-].C([N+](CCCC)(CCCC)CCCC)CCC.[CH2:19]([O:26][C:27]1[CH:32]=[CH:31][C:30]([C:33]2[CH:38]=[CH:37][C:36]([F:39])=[C:35]([CH2:40][C@H:41]([N:46]([C:48](=[O:72])[C@H:49]([NH:64][C:65]([O:67][C:68]([CH3:71])([CH3:70])[CH3:69])=[O:66])[CH2:50][CH2:51][CH2:52][NH:53][C:54]([O:56][CH2:57][C:58]3[CH:63]=[CH:62][CH:61]=[CH:60][CH:59]=3)=[O:55])[CH3:47])[C:42]([O:44][CH3:45])=[O:43])[CH:34]=2)=[CH:29][C:28]=1[CH2:73][C@H:74]([NH:84][C:85]([O:87][CH2:88][C:89]1[CH:94]=[CH:93][CH:92]=[CH:91][CH:90]=1)=[O:86])[C:75]([O:77]CC[Si](C)(C)C)=[O:76])[C:20]1[CH:25]=[CH:24][CH:23]=[CH:22][CH:21]=1>C1COCC1.CN(C=O)C>[CH2:19]([O:26][C:27]1[CH:32]=[CH:31][C:30]([C:33]2[CH:38]=[CH:37][C:36]([F:39])=[C:35]([CH2:40][C@H:41]([N:46]([C:48](=[O:72])[C@H:49]([NH:64][C:65]([O:67][C:68]([CH3:69])([CH3:71])[CH3:70])=[O:66])[CH2:50][CH2:51][CH2:52][NH:53][C:54]([O:56][CH2:57][C:58]3[CH:59]=[CH:60][CH:61]=[CH:62][CH:63]=3)=[O:55])[CH3:47])[C:42]([O:44][CH3:45])=[O:43])[CH:34]=2)=[CH:29][C:28]=1[CH2:73][C@H:74]([NH:84][C:85]([O:87][CH2:88][C:89]1[CH:90]=[CH:91][CH:92]=[CH:93][CH:94]=1)=[O:86])[C:75]([OH:77])=[O:76])[C:20]1[CH:25]=[CH:24][CH:23]=[CH:22][CH:21]=1 |f:0.1|. Procedure: 1.9 ml of 1N tetrabutylammonium fluoride in THF are added dropwise to a solution of 980 mg (0.922 mmol) of 2-(trimethylsilyl)ethyl (2S)-3-(4-(benzyloxy)-3′-{(2S)-2-[{(2R)-5-{[(benzyloxy)carbonyl]amino}-2-[(tert-butoxycarbonyl)amino]pentanoyl}(methyl)amino]-3-methoxy-3-oxopropyl }-4′-fluorobiphenyl-3-yl)-2-{[(benzyloxy)carbonyl]amino}propanoate (Example 19O) in 20 ml of absolute DMF. After 60 min at RT, the mixture is cooled to 0° C., and ice-water is added. The mixture is immediately extracted w... As a reaction SMILES: [CH2:25]1[O:26][CH2:27][CH2:28][CH2:29]1.[CH3:1][c:2]1[nH:3][cH:4][cH:5][n:6]1.[Cl:9][CH2:10][CH2:11][C:12](=[O:13])[NH:14][C:15]([CH3:16])([CH3:17])[c:18]1[cH:19][cH:20][c:21]([Cl:24])[cH:22][cH:23]1.[H-:7].[Na+:8]>>[CH3:1][c:2]1[n:3]([CH2:10][CH2:11][C:12](=[O:13])[NH:14][C:15]([CH3:16])([CH3:17])[c:18]2[cH:19][cH:20][c:21]([Cl:24])[cH:22][cH:23]2)[cH:4][cH:5][n:6]1. The product is Cc1nccn1CCC(=O)NC(C)(C)c1ccc(Cl)cc1. Reactants: C1CCOC1, Cc1ncc[nH]1, CC(C)(NC(=O)CCCl)c1ccc(Cl)cc1, [H-], [Na+]. Starting materials: CC(=O)O[BH-](OC(C)=O)OC(C)=O, CC(=O)O, CC(Cl)Cl, Cc1cc(NCCN)n2nc(C)c(-c3c(C)cc(Cl)cc3C)c2n1, [Na+], O=C1CCCCC1. Product: Cc1cc(NCCNC2CCCCC2)n2nc(C)c(-c3c(C)cc(Cl)cc3C)c2n1. As a reaction SMILES: [C:32]([O:33][BH-:34]([O:35][C:36](=[O:37])[CH3:38])[O:39][C:40](=[O:41])[CH3:42])(=[O:43])[CH3:44].[CH3:46][C:47](=[O:48])[OH:49].[Cl:50][CH:51]([Cl:52])[CH3:53].[NH2:1][CH2:2][CH2:3][NH:4][c:5]1[cH:6][c:7]([CH3:24])[n:8][c:9]2[n:10]1[n:11][c:12]([CH3:23])[c:13]2-[c:14]1[c:15]([CH3:22])[cH:16][c:17]([Cl:21])[cH:18][c:19]1[CH3:20].[Na+:45].[O:25]=[C:26]1[CH2:27][CH2:28][CH2:29][CH2:30][CH2:31]1>>[NH:1]([CH2:2][CH2:3][NH:4][c:5]1[cH:6][c:7]([CH3:24])[n:8][c:9]2[n:10]1[n:11][c:12]([CH3:23])[c:13]2-[c:14]1[c:15]([CH3:22])[cH:16][c:17]([Cl:21])[cH:18][c:19]1[CH3:20])[CH:26]1[CH2:27][CH2:28][CH2:29][CH2:30][CH2:31]1. Starting materials: COC=1C(C=C(C(C1CCCCCCC\C=C/CCCCCCCC1=C(C(C(=C(C1=O)OC)C)=O)OC)=O)OC)=O (1-(2,5-dimethoxy-1,4-benzoquinon-3-yl)-16-(2,5-dimethoxy-6-methyl-1,4-benzoquinon-3-yl)-Z-8-hexadecene), ClC=1C=C(C(=O)O)C=CC1 (m-chlorobenzoic acid). The solvent is C(Cl)Cl (methylene chloride). Reaction conditions: time 1 hour. The product is COC=1C(C=C(C(C1CCCCCCCC1C(CCCCCCCC2=C(C(C(=C(C2=O)OC)C)=O)OC)O1)=O)OC)=O (1-(2,5-dimethoxy-1,4-benzoquinon-3-yl)-16-(2,5-dimethoxy-6-methyl-1,4-benzoquinon-3-yl)-8,9-epoxyhexadecane). Reaction SMILES: [CH3:1][O:2][C:3]1[C:4](=[O:41])[CH:5]=[C:6]([O:39][CH3:40])[C:7](=[O:38])[C:8]=1[CH2:9][CH2:10][CH2:11][CH2:12][CH2:13][CH2:14][CH2:15]/[CH:16]=[CH:17]\[CH2:18][CH2:19][CH2:20][CH2:21][CH2:22][CH2:23][CH2:24][C:25]1[C:30](=[O:31])[C:29]([O:32][CH3:33])=[C:28]([CH3:34])[C:27](=[O:35])[C:26]=1[O:36][CH3:37].ClC1C=C(C=CC=1)C(O)=[O:47]>C(Cl)Cl>[CH3:1][O:2][C:3]1[C:4](=[O:41])[CH:5]=[C:6]([O:39][CH3:40])[C:7](=[O:38])[C:8]=1[CH2:9][CH2:10][CH2:11][CH2:12][CH2:13][CH2:14][CH2:15][CH:16]1[O:47][CH:17]1[CH2:18][CH2:19][CH2:20][CH2:21][CH2:22][CH2:23][CH2:24][C:25]1[C:30](=[O:31])[C:29]([O:32][CH3:33])=[C:28]([CH3:34])[C:27](=[O:35])[C:26]=1[O:36][CH3:37]. Procedure: 25 Milligrams of 1-(2,5-dimethoxy-1,4-benzoquinon-3-yl)-16-(2,5-dimethoxy-6-methyl-1,4-benzoquinon-3-yl)-Z-8-hexadecene was dissolved in 2 ml of methylene chloride, then to this solution was added 30 mg of m-chlorobenzoic acid and the reaction mixture was stirred at room temperature for 1 hour. After the reaction was completed the solvent was removed by evaporation under reduced pressure, then the residue obtained was purified by means of a preparative thin layer chromatography [adsorbent: "Sili... Starting materials: CCCCc1nc(SCC)c(C(=O)OCC)n1Cc1ccc(-c2ccccc2C(=O)OC)cc1, ClCCl, O=C(OO)c1cccc(Cl)c1, O. Product: CCCCc1nc(S(=O)CC)c(C(=O)OCC)n1Cc1ccc(-c2ccccc2C(=O)OC)cc1. Reaction SMILES: [CH2:1]([CH2:2][CH2:3][CH3:4])[c:5]1[n:6]([CH2:18][c:19]2[cH:20][cH:21][c:22](-[c:25]3[c:26]([C:31](=[O:32])[O:33][CH3:34])[cH:27][cH:28][cH:29][cH:30]3)[cH:23][cH:24]2)[c:7]([C:13](=[O:14])[O:15][CH2:16][CH3:17])[c:8]([S:10][CH2:11][CH3:12])[n:9]1.[CH2:35]([Cl:36])[Cl:37].[Cl:38][c:39]1[cH:40][cH:41][cH:42][c:43]([C:44]([O:45][OH:47])=[O:46])[cH:48]1.[OH2:49]>>[CH2:1]([CH2:2][CH2:3][CH3:4])[c:5]1[n:6]([CH2:18][c:19]2[cH:20][cH:21][c:22](-[c:25]3[c:26]([C:31](=[O:32])[O:33][CH3:34])[cH:27][cH:28][cH:29][cH:30]3)[cH:23][cH:24]2)[c:7]([C:13](=[O:14])[O:15][CH2:16][CH3:17])[c:8]([S:10]([CH2:11][CH3:12])=[O:46])[n:9]1. Reactants: NC1=C(C(=O)N)C=C(C=N1)Cl (2-amino-5-chloronicotinamide), BrCC1=C(C=C(C#N)C=C1)F (4-(bromomethyl)-3-fluorobenzonitrile), C(C)(=O)OCC (ethyl acetate). Solvent: CN(C)C=O (DMF). The product is Cl.ClC=1C=C(C(N(C1)CC1=C(C=C(C=C1)C#N)F)=N)C(=O)N (5-chloro-1-(4-cyano-2-fluorobenzyl)-2-imino-1,2-dihydropyridine-3-carboxamide hydrochloride). The yield is 31.5%. As a reaction SMILES: [NH2:1][C:2]1[N:10]=[CH:9][C:8]([Cl:11])=[CH:7][C:3]=1[C:4]([NH2:6])=[O:5].Br[CH2:13][C:14]1[CH:21]=[CH:20][C:17]([C:18]#[N:19])=[CH:16][C:15]=1[F:22].C(OCC)(=O)C>CN(C=O)C>[ClH:11].[Cl:11][C:8]1[CH:7]=[C:3]([C:4]([NH2:6])=[O:5])[C:2](=[NH:1])[N:10]([CH2:13][C:14]2[CH:21]=[CH:20][C:17]([C:18]#[N:19])=[CH:16][C:15]=2[F:22])[CH:9]=1 |f:4.5|. Reported procedure: A solution of 2-amino-5-chloronicotinamide (150 mg) and 4-(bromomethyl)-3-fluorobenzonitrile (282 mg) in DMF (3 ml) was stirred at 100° C. for 24 hr. After cooling to room temperature, ethyl acetate was added, and the precipitated crystals were filtered. The obtained crystals were dissolved in methanol (3 ml) and partitioned between ethyl acetate and aqueous sodium hydrogen carbonate solution. The organic layer was dried over magnesium sulfate and filtered. The solvent was evaporated under reduc... Reactants: O=C([O-])[O-], CCN1CCC(N2CCc3ccccc32)C(COC(C)=O)C1, CO, [K+], [K+]. Yields the product CCN1CCC(N2CCc3ccccc32)C(CO)C1. RXN SMILES: [C:1](=[O:2])([O-:3])[O-:4].[CH2:7]([CH3:8])[N:9]1[CH2:10][CH:11]([CH2:24][O:25][C:26](=[O:27])[CH3:28])[CH:12]([N:15]2[CH2:16][CH2:17][c:18]3[cH:19][cH:20][cH:21][cH:22][c:23]32)[CH2:13][CH2:14]1.[CH3:29][OH:30].[K+:5].[K+:6]>>[CH2:7]([CH3:8])[N:9]1[CH2:10][CH:11]([CH2:24][OH:25])[CH:12]([N:15]2[CH2:16][CH2:17][c:18]3[cH:19][cH:20][cH:21][cH:22][c:23]32)[CH2:13][CH2:14]1. Reactants: CC1(OC2=CC=C(C=C2C(C1O)OC1=CC(=NC=C1)O)N)C (2,2-dimethyl-4-(2-hydroxy-4-pyridyloxy)-6-amino-3-chromanol), C(C)(=O)OC(C)=O (acetic anhydride). Solvent: N1=CC=CC=C1 (pyridine). Conditions: time 16 hour. The product is CC1(OC2=CC=C(C=C2C(C1O)OC1=CC(=NC=C1)O)NC(C)=O)C (2,2-dimethyl-4-(2-hydroxy-4-pyridyloxy)-6-acetamido-3-chromanol). Reaction SMILES: [CH3:1][C:2]1([CH3:22])[CH:11]([OH:12])[CH:10]([O:13][C:14]2[CH:19]=[CH:18][N:17]=[C:16]([OH:20])[CH:15]=2)[C:9]2[C:4](=[CH:5][CH:6]=[C:7]([NH2:21])[CH:8]=2)[O:3]1.[C:23](OC(=O)C)(=[O:25])[CH3:24]>N1C=CC=CC=1>[CH3:1][C:2]1([CH3:22])[CH:11]([OH:12])[CH:10]([O:13][C:14]2[CH:19]=[CH:18][N:17]=[C:16]([OH:20])[CH:15]=2)[C:9]2[C:4](=[CH:5][CH:6]=[C:7]([NH:21][C:23](=[O:25])[CH3:24])[CH:8]=2)[O:3]1. Procedure: A mixture of 1 g of 2,2-dimethyl-4-(2-hydroxy-4-pyridyloxy)-6-amino-3-chromanol, 10 ml of acetic anhydride and 10 ml of pyridine is allowed to stand at 20° for 16 hours. The mixture is evaporated, purified chromatographically and 2,2-dimethyl-4-(2-hydroxy-4-pyridyloxy)-6-acetamido-3-chromanol is obtained.